From a dataset of the Open Reaction Database (ORD), a public repository of structured organic reaction records. describe an organic reaction: reactants, conditions, products, and yield The reactants are COC=1C=C(C2=CC=CC=C2C1)B1OC(C(O1)(C)C)(C)C (2-(3-methoxy-naphthalen-1-yl)-4,4,5,5-tetramethyl-[1,3,2]dioxaborolane), ClC=1C=C(N=NC1)CN1C(=NC=C1)C (5-chloro-3-(2-methyl-imidazol-1-yl-methyl)-pyridazine). Product: Cl.COC=1C=C(C2=CC=CC=C2C1)C=1C=C(N=NC1)CN1C(=NC=C1)C (5-(3-Methoxy-naphthalen-1-yl)-3-(2-methyl-imidazol-1-yl-methyl)-pyridazine hydrochloride). Reaction SMILES: [CH3:1][O:2][C:3]1[CH:4]=[C:5](B2OC(C)(C)C(C)(C)O2)[C:6]2[C:11]([CH:12]=1)=[CH:10][CH:9]=[CH:8][CH:7]=2.[Cl:22][C:23]1[CH:24]=[C:25]([CH2:29][N:30]2[CH:34]=[CH:33][N:32]=[C:31]2[CH3:35])[N:26]=[N:27][CH:28]=1>>[ClH:22].[CH3:1][O:2][C:3]1[CH:4]=[C:5]([C:23]2[CH:24]=[C:25]([CH2:29][N:30]3[CH:34]=[CH:33][N:32]=[C:31]3[CH3:35])[N:26]=[N:27][CH:28]=2)[C:6]2[C:11]([CH:12]=1)=[CH:10][CH:9]=[CH:8][CH:7]=2 |f:2.3|. Reported procedure: The title compound, MS: m/e 331.3 (M+H+), was prepared from 2-(3-methoxy-naphthalen-1-yl)-4,4,5,5-tetramethyl-[1,3,2]dioxaborolane and 5-chloro-3-(2-methyl-imidazol-1-yl-methyl)-pyridazine. Reactants: O (H2O), C([O-])([O-])=O.[Cs+].[Cs+] (cesium carbonate), C(C)I (ethyl iodide), NC1=NC2=CC=C(C=C2C2=C1N=C1N2[C@H](COC1)C)O ((11S)-6-amino-11-methyl-10,11-dihydro-8H-[1,4]oxazino[4′,3′:1,2]imidazo[4,5-c]quinolin-2-ol). Solvent: CN(C)C=O (DMF), C(Cl)(Cl)Cl (CHCl3). Run at temperature 75 celsius, time 8 hour. Yields the product C(C)OC=1C=C2C3=C(C(=NC2=CC1)N)N=C1N3[C@H](COC1)C ((11S)-2-Ethoxy-11-methyl-10,11-dihydro-8H-[1,4]oxazino[4′,3′:1,2]imidazo[4,5-c]quinolin-6-amine). Isolated yield 18.3%. Reaction SMILES: [NH2:1][C:2]1[C:11]2[N:12]=[C:13]3[CH2:18][O:17][CH2:16][C@H:15]([CH3:19])[N:14]3[C:10]=2[C:9]2[C:4](=[CH:5][CH:6]=[C:7]([OH:20])[CH:8]=2)[N:3]=1.C(=O)([O-])[O-].[Cs+].[Cs+].[CH2:27](I)[CH3:28].O>CN(C=O)C.C(Cl)(Cl)Cl>[CH2:27]([O:20][C:7]1[CH:8]=[C:9]2[C:4](=[CH:5][CH:6]=1)[N:3]=[C:2]([NH2:1])[C:11]1[N:12]=[C:13]3[CH2:18][O:17][CH2:16][C@H:15]([CH3:19])[N:14]3[C:10]2=1)[CH3:28] |f:1.2.3|. Procedure: A solution of (11S)-6-amino-11-methyl-10,11-dihydro-8H-[1,4]oxazino[4′,3′:1,2]imidazo[4,5-c]quinolin-2-ol (500 mg, 1.85 mmol) dissolved in 15 mL of DMF was treated with cesium carbonate (1.80 g, 5.55 mmol) and ethyl iodide (346 mg, 2.03 mmol). After stirring overnight at 75° C., the light brown mixture was poured into 150 mL of H2O and stirred for 30 minutes. The reaction mixture was extracted with CHCl3 (3×75 mL) and the combined extracts were dried over MgSO4, filtered and concentrated under r... Reactants: CCC(CC)Nc1cc(C(=O)[O-])c(C)nc1C#N, O=C([O-])[O-], CS(C)=O, CO, [K+], [K+], [K+], [OH-], O, OO. Product: CCC(CC)Nc1cc(C(=O)O)c(C)nc1C(N)=O. Reaction SMILES: [C:1](#[N:2])[c:3]1[n:4][c:5]([CH3:18])[c:6]([C:7](=[O:8])[O-:9])[cH:10][c:11]1[NH:12][CH:13]([CH2:14][CH3:15])[CH2:16][CH3:17].[C:21]([O-:22])(=[O:23])[O-:24].[CH3:29][S:30]([CH3:31])=[O:32].[CH3:34][OH:35].[K+:25].[K+:26].[K+:28].[OH-:27].[OH2:33].[OH:19][OH:20]>>[C:1]([NH2:2])([c:3]1[n:4][c:5]([CH3:18])[c:6]([C:7](=[O:8])[OH:9])[cH:10][c:11]1[NH:12][CH:13]([CH2:14][CH3:15])[CH2:16][CH3:17])=[O:22]. Starting materials: COC1=CC=C(C=C1)NC(CC(=O)O)=O (3-(4-Methoxyphenylamino)-3-oxopropanoic acid), ClC(=C(C)C)N(C)C (1-chloro-N,N,2-trimethylprop-1-en-1-amine), N1=CC=CC=C1 (pyridine), NC(C(=O)OCC)(CC(C1=CC=C(C=C1)C)=O)C (Ethyl 2-amino-2-methyl-4-oxo-4-p-tolylbutanoate). The solvent is C(Cl)Cl (DCM), CCOC(=O)C (EtOAc), C(Cl)Cl (DCM). Conditions: time 20 minute. The product is COC1=CC=C(C=C1)NC(CC(=O)NC(C(=O)OCC)(CC(C1=CC=C(C=C1)C)=O)C)=O (Ethyl 2-(3-(4-methoxyphenylamino)-3-oxopropanamido)-2-methyl-4-oxo-4-p-tolylbutanoate). Isolated yield 87.5%. RXN SMILES: [CH3:1][O:2][C:3]1[CH:8]=[CH:7][C:6]([NH:9][C:10](=[O:15])[CH2:11][C:12]([OH:14])=O)=[CH:5][CH:4]=1.ClC(N(C)C)=C(C)C.[NH2:24][C:25]([CH3:41])([CH2:31][C:32](=[O:40])[C:33]1[CH:38]=[CH:37][C:36]([CH3:39])=[CH:35][CH:34]=1)[C:26]([O:28][CH2:29][CH3:30])=[O:27].N1C=CC=CC=1>C(Cl)Cl.CCOC(C)=O>[CH3:1][O:2][C:3]1[CH:4]=[CH:5][C:6]([NH:9][C:10](=[O:15])[CH2:11][C:12]([NH:24][C:25]([CH3:41])([CH2:31][C:32](=[O:40])[C:33]2[CH:38]=[CH:37][C:36]([CH3:39])=[CH:35][CH:34]=2)[C:26]([O:28][CH2:29][CH3:30])=[O:27])=[O:14])=[CH:7][CH:8]=1. Reported procedure: To a solution of Intermediate 6B (0.388 g, 1.855 mmol) in DCM (10 mL) under argon was added 1-chloro-N,N,2-trimethylprop-1-en-1-amine (0.293 g, 2.192 mmol) and the reaction mixture was stirred at rt for 20 min. A solution of Intermediate 102B (0.4204 g, 1.686 mmol) in DCM (1.000 mL) followed by pyridine (0.409 mL, 5.06 mmol) were added and the reaction mixture was stirred at rt for 2.5 h. The reaction mixture was concentrated to give a dark oil which was dissolved in EtOAc (15 mL) and washed wit... Reactants: BrC=1C=C(C=CC1OC)CC(=O)O (3-bromo-4-methoxyphenylacetic acid), S(=O)(Cl)Cl (thionyl chloride), CCO (EtOH). Conditions: time 35 minute. Product: C(C)OC(CC1=CC(=C(C=C1)OC)Br)=O ((3-Bromo-4-methoxy-phenyl)-acetic acid ethyl ester). Reaction SMILES: [Br:1][C:2]1[CH:3]=[C:4]([CH2:10][C:11]([OH:13])=[O:12])[CH:5]=[CH:6][C:7]=1[O:8][CH3:9].S(Cl)(Cl)=O.[CH3:18][CH2:19]O>>[CH2:18]([O:12][C:11](=[O:13])[CH2:10][C:4]1[CH:5]=[CH:6][C:7]([O:8][CH3:9])=[C:2]([Br:1])[CH:3]=1)[CH3:19]. Procedure: To 3-bromo-4-methoxyphenylacetic acid (24 g, 97.9 mmol) in EtOH (240 mL) was added thionyl chloride (7.8 mL, 107.7 mmol), and the reaction was stirred for 35 minutes. Once no starting material was seen by analytical LCMS, the mixture was quenched with NaHCO3 until the solution was basic, and then extracted twice with CH2Cl2. The combined organic layers were dried over MgSO4, filtered, and concentrated to give the title compound.